describe an organic reaction: reactants, conditions, products, and yield From a dataset of the Open Reaction Database (ORD), a public repository of structured organic reaction records. Starting materials: [OH-].[Na+] (NaOH), COC(=O)C=1SC(=CC1N1C([C@H](OCC1C1CCCCC1)CC=C)=O)C#CC(C)(C)C (3-((R)-2-Allyl-5-cyclohexyl-3-oxo-morpholin-4-yl)-5-(3,3-dimethyl-but-1-ynyl)-thiophene-2-carboxylic acid methyl ester), B1C2CCCC1CCC2 (9-BBN), OO (H2O2). Solvent: CCO (EtOH), C1CCOC1 (THF). Run at time 18 hour. The product is C1(CCCCC1)[C@@H]1CO[C@@H](C(N1C1=C(SC(=C1)C#CC(C)(C)C)C(=O)O)=O)CCCO (3-[(2R,5R)-5-Cyclohexyl-2-(3-hydroxy-propyl)-3-oxo-morpholin-4-yl]-5-(3,3-dimethyl-but-1-ynyl)-thiophene-2-carboxylic acid), C1(CCCCC1)[C@@H]1CO[C@H](C(N1C1=C(SC(=C1)C#CC(C)(C)C)C(=O)O)=O)CCCO (3-[(2S,5R)-5-Cyclohexyl-2-(3-hydroxy-propyl)-3-oxo-morpholin-4-yl]-5-(3,3-dimethyl-but-1-ynyl)-thiophene-2-carboxylic acid). Reaction SMILES: C[O:2][C:3]([C:5]1[S:6][C:7]([C:26]#[C:27][C:28]([CH3:31])([CH3:30])[CH3:29])=[CH:8][C:9]=1[N:10]1[CH:15]([CH:16]2[CH2:21][CH2:20][CH2:19][CH2:18][CH2:17]2)[CH2:14][O:13][C@H:12]([CH2:22][CH:23]=[CH2:24])[C:11]1=[O:25])=[O:4].B1C2CCCC1CCC2.[OH-:41].[Na+].OO>C1COCC1.CCO>[CH:16]1([C@H:15]2[N:10]([C:9]3[CH:8]=[C:7]([C:26]#[C:27][C:28]([CH3:30])([CH3:29])[CH3:31])[S:6][C:5]=3[C:3]([OH:2])=[O:4])[C:11](=[O:25])[C@@H:12]([CH2:22][CH2:23][CH2:24][OH:41])[O:13][CH2:14]2)[CH2:17][CH2:18][CH2:19][CH2:20][CH2:21]1.[CH:16]1([C@H:15]2[N:10]([C:9]3[CH:8]=[C:7]([C:26]#[C:27][C:28]([CH3:30])([CH3:29])[CH3:31])[S:6][C:5]=3[C:3]([OH:2])=[O:4])[C:11](=[O:25])[C@H:12]([CH2:22][CH2:23][CH2:24][OH:41])[O:13][CH2:14]2)[CH2:17][CH2:18][CH2:19][CH2:20][CH2:21]1 |f:2.3|. Procedure details: To a solution of 3-((R)-2-Allyl-5-cyclohexyl-3-oxo-morpholin-4-yl)-5-(3,3-dimethyl-but-1-ynyl)-thiophene-2-carboxylic acid methyl ester (200 mg, 0.45 mmol, 1.0 equiv) in THF (4.0 mL) at 0° C. was added 9-BBN (2.2 mL, 0.5 M in THF, 1.1 mmol, 2.5 equiv) over 10 minutes and the resulting solution was stirred at room temperature for 18 hours. The solution was then cooled to 0° C. and to the solution was added EtOH, aq. NaOH. solution, aq. H2O2 solution. The reaction mixture was heated to reflux for ... The reactants are O[C@@H]1[C@H](CCCC1)N1C=NC2=C3C(=C(C=C2C1=O)CN1CCC(CC1)(C#N)C1=NC=CC=C1)C=CC=C3 (1-({3-[(1S,2S)-2-hydroxycyclohexyl]-4-oxo-3,4-dihydrobenzo[h]quinazolin-6-yl}methyl)-4-pyridin-2-ylpiperidine-4-carbonitrile), N1=C(C=CC=C1)C1(CCNCC1)C#N (4-pyridin-2-ylpiperidine-4-carbonitrile). The product is CC1(CCNCC1)C#N (4-methylpiperidine-4-carbonitrile). RXN SMILES: O[C@H]1CCCC[C@@H]1N1C(=O)C2C(=C3C=CC=CC3=C(C[N:20]3[CH2:25][CH2:24][C:23]([C:28]4C=CC=CN=4)([C:26]#[N:27])[CH2:22][CH2:21]3)C=2)N=C1.N1C=CC=CC=1C1(C#N)CCNCC1>>[CH3:28][C:23]1([C:26]#[N:27])[CH2:24][CH2:25][NH:20][CH2:21][CH2:22]1. Procedure details: The title compound was prepared by the procedure described for the synthesis of 1-({3-[(1S,2S)-2-hydroxycyclohexyl]-4-oxo-3,4-dihydrobenzo[h]quinazolin-6-yl}methyl)-4-pyridin-2-ylpiperidine-4-carbonitrile in Example 2, substituting 4-methylpiperidine-4-carbonitrile for 4-pyridin-2-ylpiperidine-4-carbonitrile. The resultant solid gave proton NMR spectra consistent with theory and a mass ion (ES+) of 431.2438 for [M+H]+ [Calc'd for C26H31N4O2, [M+H]+=431.2444]: 1H NMR (400 MHz, CDCl3) δ 8.96-8.93 ... The product is OC(CN1C(=O)N(C=2N=C(N(C2C1=O)CC#CC)Br)C)COC1=CC=CC=C1 (1-(2-hydroxy-3-phenoxy-propyl)-3-methyl-7-(2-butyn-1-yl)-8-bromo-xanthine). Reported procedure: 556 mg of 2-phenoxymethyl-oxirane and 110 mg of potassium iodide are added to a mixture of 1.00 g 3-methyl-7-(2-butyn-1-yl)-8-bromo-xanthine and 677 mg of potassium carbonate in 25 ml of N,N-dimethylformamide. The reaction mixture is stirred for approx. eight hours at 120° C. For working up it is diluted with water and extracted with ethyl acetate. The combined extracts are dried over magnesium sulphate, evaporated down and chromatographed through a silica gel column with cyclohexane/ethyl aceta... Solvent: CN(C=O)C (N,N-dimethylformamide), O (water). RXN SMILES: [O:1]([CH2:8][CH:9]1[CH2:11][O:10]1)[C:2]1[CH:7]=[CH:6][CH:5]=[CH:4][CH:3]=1.[I-].[K+].[CH3:14][N:15]1[C:23]2[N:22]=[C:21]([Br:24])[N:20]([CH2:25][C:26]#[C:27][CH3:28])[C:19]=2[C:18](=[O:29])[NH:17][C:16]1=[O:30].C(=O)([O-])[O-].[K+].[K+]>CN(C)C=O.O>[OH:10][CH:9]([CH2:8][O:1][C:2]1[CH:7]=[CH:6][CH:5]=[CH:4][CH:3]=1)[CH2:11][N:17]1[C:18](=[O:29])[C:19]2[N:20]([CH2:25][C:26]#[C:27][CH3:28])[C:21]([Br:24])=[N:22][C:23]=2[N:15]([CH3:14])[C:16]1=[O:30] |f:1.2,4.5.6|. Reactants: O(C1=CC=CC=C1)CC1OC1 (2-phenoxymethyl-oxirane), [I-].[K+] (potassium iodide), CN1C(NC(C=2N(C(=NC12)Br)CC#CC)=O)=O (3-methyl-7-(2-butyn-1-yl)-8-bromo-xanthine), C([O-])([O-])=O.[K+].[K+] (potassium carbonate). Reaction conditions: temperature 120 celsius, time 8 hour. Reactants: C(C)(C)(C)OC(=O)NC(NC1=CC=C(C(=O)OC2=CC(=C(C=C2)CC(=O)N[C@@H](CC2=CC=C(C=C2)OC(C)(C)C)C(=O)OC(C)(C)C)Cl)C=C1)=NC(=O)OC(C)(C)C (tert-butyl N-{[4-({4-[N′,N″-bis(tert-butoxycarbonyl)carbamimidamido]benzoyl}oxy)-2-chlorophenyl]acetyl}-O-tert-butyl-L-tyrosinate), solution, Cl (hydrogen chloride). Run in O1CCOCC1 (dioxane). Reaction conditions: time 8 hour. Yields the product Cl.N(C(=N)N)C1=CC=C(C(=O)OC2=CC(=C(C=C2)CC(=O)N[C@@H](CC2=CC=C(C=C2)O)C(=O)O)Cl)C=C1 (N-({4-[(4-carbamimidamidobenzoyl)oxy]-2-chlorophenyl}acetyl)-L-tyrosine hydrochloride). Isolated yield 171.9%. RXN SMILES: C(OC([NH:8][C:9](=[N:51]C(OC(C)(C)C)=O)[NH:10][C:11]1[CH:50]=[CH:49][C:14]([C:15]([O:17][C:18]2[CH:23]=[CH:22][C:21]([CH2:24][C:25]([NH:27][C@H:28]([C:41]([O:43]C(C)(C)C)=[O:42])[CH2:29][C:30]3[CH:35]=[CH:34][C:33]([O:36]C(C)(C)C)=[CH:32][CH:31]=3)=[O:26])=[C:20]([Cl:48])[CH:19]=2)=[O:16])=[CH:13][CH:12]=1)=O)(C)(C)C.Cl>O1CCOCC1>[ClH:48].[NH:10]([C:11]1[CH:12]=[CH:13][C:14]([C:15]([O:17][C:18]2[CH:23]=[CH:22][C:21]([CH2:24][C:25]([NH:27][C@H:28]([C:41]([OH:43])=[O:42])[CH2:29][C:30]3[CH:35]=[CH:34][C:33]([OH:36])=[CH:32][CH:31]=3)=[O:26])=[C:20]([Cl:48])[CH:19]=2)=[O:16])=[CH:49][CH:50]=1)[C:9]([NH2:51])=[NH:8] |f:3.4|. Procedure: To tert-butyl N-{[4-({4-[N′,N″-bis(tert-butoxycarbonyl)carbamimidamido]benzoyl}oxy)-2-chlorophenyl]acetyl}-O-tert-butyl-L-tyrosinate (210 mg) was added a 4 M solution of hydrogen chloride in dioxane (6.38 mL), followed by stirring overnight. The reaction mixture was concentrated under reduced pressure to obtain N-({4-[(4-carbamimidamidobenzoyl)oxy]-2-chlorophenyl}acetyl)-L-tyrosine hydrochloride (120 mg). The product is COC(=O)C1CCC2C3CCC4CC=CCC4(C)C3C(=O)CC12C. Reaction SMILES: [CH3:1][O:2][C:3](=[O:4])[CH:5]1[C:6]2([CH3:7])[CH:8]([CH2:9][CH2:10]1)[CH:11]1[CH2:12][CH2:13][CH:14]3[CH2:15][CH:16]([O:25][S:26]([c:27]4[cH:28][cH:29][c:30]([CH3:31])[cH:32][cH:33]4)(=[O:34])=[O:35])[CH2:17][CH2:18][C:19]3([CH3:20])[CH:21]1[C:22](=[O:24])[CH2:23]2.[ClH:36].[n:37]1[c:38]([CH3:39])[cH:40][c:41]([CH3:42])[cH:43][c:44]1[CH3:45]>>[CH3:1][O:2][C:3](=[O:4])[CH:5]1[C:6]2([CH3:7])[CH:8]([CH2:9][CH2:10]1)[CH:11]1[CH2:12][CH2:13][CH:14]3[CH2:15][CH:16]=[CH:17][CH2:18][C:19]3([CH3:20])[CH:21]1[C:22](=[O:24])[CH2:23]2. Reactants: COC(=O)C1CCC2C3CCC4CC(OS(=O)(=O)c5ccc(C)cc5)CCC4(C)C3C(=O)CC12C, Cl, Cc1cc(C)nc(C)c1. Starting materials: CC(=O)Nc1c(I)c(C(=O)[O-])c(I)c(N(C)C(C)=O)c1I, CC(Cl)OC(=O)OCc1cccs1, [I-], [K+], [K+], CN(C)C=O. Yields the product CC(=O)Nc1c(I)c(C(=O)OC(C)OC(=O)OCc2cccs2)c(I)c(N(C)C(C)=O)c1I. Reaction SMILES: [C:14]([CH3:15])(=[O:16])[NH:17][c:18]1[c:19]([I:34])[c:20]([N:29]([CH3:30])[C:31]([CH3:32])=[O:33])[c:21]([I:28])[c:22]([C:25](=[O:26])[O-:27])[c:23]1[I:24].[C:1]([O:2][CH:3]([CH3:4])[Cl:5])([O:6][CH2:7][c:8]1[cH:9][cH:10][cH:11][s:12]1)=[O:13].[I-:37].[K+:35].[K+:36].[O:38]=[CH:39][N:40]([CH3:41])[CH3:42]>>[C:1]([O:2][CH:3]([CH3:4])[O:27][C:25]([c:22]1[c:21]([I:28])[c:20]([N:29]([CH3:30])[C:31]([CH3:32])=[O:33])[c:19]([I:34])[c:18]([NH:17][C:14]([CH3:15])=[O:16])[c:23]1[I:24])=[O:26])([O:6][CH2:7][c:8]1[cH:9][cH:10][cH:11][s:12]1)=[O:13].